The task is: describe an organic reaction: reactants, conditions, products, and yield. This data is from the Open Reaction Database (ORD), a public repository of structured organic reaction records. Starting materials: CNC([C@@H](CC=C)C1=CC=C(C=C1)F)=O ((S)-2-(4-fluorophenyl)pent-4-enoic acid, N-methyl amide), [H-].[Al+3].[Li+].[H-].[H-].[H-] (lithium aluminum hydride), [O-]S(=O)(=O)[O-].[Mg+2] (MgSO4). Run in O1CCCC1 (tetrahydrofuran). Reaction conditions: time 2.5 hour. Yields the product CNC[C@@H](CC=C)C1=CC=C(C=C1)F ((S)-N-methyl-(2-(4-fluorophenyl)pent-4-enyl)amine). As a reaction SMILES: [CH3:1][NH:2][C:3](=O)[C@H:4]([C:8]1[CH:13]=[CH:12][C:11]([F:14])=[CH:10][CH:9]=1)[CH2:5][CH:6]=[CH2:7].[H-].[Al+3].[Li+].[H-].[H-].[H-].[O-]S([O-])(=O)=O.[Mg+2]>O1CCCC1>[CH3:1][NH:2][CH2:3][C@H:4]([C:8]1[CH:9]=[CH:10][C:11]([F:14])=[CH:12][CH:13]=1)[CH2:5][CH:6]=[CH2:7] |f:1.2.3.4.5.6,7.8|. Reported procedure: Combine (S)-2-(4-fluorophenyl)pent-4-enoic acid, N-methyl amide (3.1 g, 14.96 mmol) and tetrahydrofuran (35 mL). Cool in an ice bath, add a solution of lithium aluminum hydride (35 mL, 1.0 M in tetrahydrofuran, 35 mmol). After the addition is complete, heat the reaction mixture to reflux. After 2.5 hours, cool in an ice bath and carefully quench with water (1.3 mL), an aqueous 15% sodium hydroxide solution (1.3 mL), and then water (4 mL). Dilute the quenched reaction mixture with diethyl ether (... The reactants are N#CCO, COCCOC, [Na+], [OH-], O, Cc1ccc(S(=O)(=O)Cl)cc1. Yields the product Cc1ccc(S(=O)(=O)OCC#N)cc1. RXN SMILES: [C:1]([CH2:2][OH:3])#[N:4].[CH3:16][O:17][CH2:18][CH2:19][O:20][CH3:21].[Na+:23].[OH-:22].[OH2:24].[c:5]1([CH3:15])[cH:6][cH:7][c:8]([S:11](=[O:12])(=[O:13])[Cl:14])[cH:9][cH:10]1>>[C:1]([CH2:2][O:3][S:11]([c:8]1[cH:7][cH:6][c:5]([CH3:15])[cH:10][cH:9]1)(=[O:12])=[O:13])#[N:4]. Run in CS(=O)C, CS(=O)C. Yields the product C[C@]1(CC(=O)N(/C(=N\C(=O)OC(C)(C)C)/N1)C)c2cc(cs2)N3CCCCC3. Yield: 0.0%. Reagents/catalysts: [O-]P(=O)([O-])[O-].[K+].[K+].[K+], [Cu]I, Cc1cccc(c1NC(=O)C(=O)O)C. Reactants: C[C@]1(CC(=O)N(/C(=N\C(=O)OC(C)(C)C)/N1)C)c2cc(cs2)Br, C1CCNCC1. Reaction conditions: temperature 80 celsius, time 18 hour.